From a dataset of the Open Reaction Database (ORD), a public repository of structured organic reaction records. describe an organic reaction: reactants, conditions, products, and yield The product is CC(C)(C)c1cc(P(c2ccccc2)c2ccccc2)cc(C(C)(C)C)c1O[Si](C)(C)C. Reaction SMILES: [Br:1][c:2]1[cH:3][c:4]([C:17]([CH3:18])([CH3:19])[CH3:20])[c:5]([O:6][Si:7]([CH3:8])([CH3:9])[CH3:10])[c:11]([C:13]([CH3:14])([CH3:15])[CH3:16])[cH:12]1.[CH2:21]([Li:22])[CH2:23][CH2:24][CH3:25].[CH3:47][CH2:48][CH2:49][CH2:50][CH2:51][CH3:52].[Cl-:41].[Li+:40].[O:42]1[CH2:43][CH2:44][CH2:45][CH2:46]1.[c:26]1([P:32]([Cl:33])[c:34]2[cH:35][cH:36][cH:37][cH:38][cH:39]2)[cH:27][cH:28][cH:29][cH:30][cH:31]1>>[c:2]1([P:32]([c:26]2[cH:27][cH:28][cH:29][cH:30][cH:31]2)[c:34]2[cH:35][cH:36][cH:37][cH:38][cH:39]2)[cH:3][c:4]([C:17]([CH3:18])([CH3:19])[CH3:20])[c:5]([O:6][Si:7]([CH3:8])([CH3:9])[CH3:10])[c:11]([C:13]([CH3:14])([CH3:15])[CH3:16])[cH:12]1. Starting materials: CC(C)(C)c1cc(Br)cc(C(C)(C)C)c1O[Si](C)(C)C, [Li]CCCC, CCCCCC, [Cl-], [Li+], C1CCOC1, ClP(c1ccccc1)c1ccccc1. The reactants are CCC1C=C(C)C(O)C(C)CC(OC)C2OC(O)(C(=O)C(=O)N3CCCCC3C(=O)OC(C(C)=CC3CCC(O)C(OC)C3)C(C)C(O)CC1=O)C(C)CC2OC, ClCCl, CN(C)c1ccncc1, CCN(C(C)C)C(C)C, O=[N+]([O-])c1ccccc1S(=O)(=O)Cl. Reaction SMILES: [CH2:1]([CH3:2])[CH:3]1[C:4](=[O:57])[CH2:5][CH:6]([OH:56])[CH:7]([CH3:55])[CH:8]([C:43](=[CH:44][CH:45]2[CH2:46][CH:47]([O:52][CH3:53])[CH:48]([OH:51])[CH2:49][CH2:50]2)[CH3:54])[O:9][C:10](=[O:42])[CH:11]2[CH2:12][CH2:13][CH2:14][CH2:15][N:16]2[C:17](=[O:41])[C:18](=[O:40])[C:19]2([OH:39])[CH:20]([CH3:38])[CH2:21][CH:22]([O:36][CH3:37])[CH:23]([CH:24]([O:33][CH3:34])[CH2:25][CH:26]([CH3:32])[CH:27]([OH:31])[C:28]([CH3:30])=[CH:29]1)[O:35]2.[CH2:89]([Cl:90])[Cl:91].[CH3:80][N:81]([CH3:82])[c:83]1[cH:84][cH:85][n:86][cH:87][cH:88]1.[CH:58]([N:59]([CH:60]([CH3:61])[CH3:62])[CH2:63][CH3:64])([CH3:65])[CH3:66].[N+:67]([c:68]1[cH:69][cH:70][cH:71][cH:72][c:73]1[S:74]([Cl:75])(=[O:76])=[O:77])([O-:78])=[O:79]>>[CH2:1]([CH3:2])[CH:3]1[C:4](=[O:57])[CH:5]=[CH:6][CH:7]([CH3:55])[CH:8]([C:43](=[CH:44][CH:45]2[CH2:46][CH:47]([O:52][CH3:53])[CH:48]([OH:51])[CH2:49][CH2:50]2)[CH3:54])[O:9][C:10](=[O:42])[CH:11]2[CH2:12][CH2:13][CH2:14][CH2:15][N:16]2[C:17](=[O:41])[C:18](=[O:40])[C:19]2([OH:39])[CH:20]([CH3:38])[CH2:21][CH:22]([O:36][CH3:37])[CH:23]([CH:24]([O:33][CH3:34])[CH2:25][CH:26]([CH3:32])[CH:27]([OH:31])[C:28]([CH3:30])=[CH:29]1)[O:35]2. Yields the product CCC1C=C(C)C(O)C(C)CC(OC)C2OC(O)(C(=O)C(=O)N3CCCCC3C(=O)OC(C(C)=CC3CCC(O)C(OC)C3)C(C)C=CC1=O)C(C)CC2OC. Reactants: C[O-], CO, Nc1nc(Cl)c2c(n1)OCC2, [Na+]. Yields the product COc1nc(N)nc2c1CCO2. As a reaction SMILES: [CH3:12][O-:13].[CH3:15][OH:16].[Cl:1][c:2]1[c:3]2[c:4]([n:5][c:6]([NH2:8])[n:7]1)[O:9][CH2:10][CH2:11]2.[Na+:14]>>[c:2]1([O:13][CH3:12])[c:3]2[c:4]([n:5][c:6]([NH2:8])[n:7]1)[O:9][CH2:10][CH2:11]2. Reactants: ClC1=CC=C(C=CC(C(C)(C)C)=O)C=C1 (4-chlorobenzalpinacolone), C1(=CC=C(C=C1)S(=O)O)C (p-toluenesulfinic acid). The solvent is C(C)O (ethanol). Reaction conditions: time 8 hour. The product is ClC1=CC=C(C=C1)C(CC(C(C)(C)C)=O)S(=O)(=O)C1=CC=C(C=C1)C (1-(4-chlorophenyl)-4,4-dimethyl-1-p-toluenesulfonylpentan-3-one). Isolated yield 98.9%. Reaction SMILES: [Cl:1][C:2]1[CH:15]=[CH:14][C:5]([CH:6]=[CH:7][C:8](=[O:13])[C:9]([CH3:12])([CH3:11])[CH3:10])=[CH:4][CH:3]=1.[C:16]1([CH3:25])[CH:21]=[CH:20][C:19]([S:22]([OH:24])=[O:23])=[CH:18][CH:17]=1>C(O)C>[Cl:1][C:2]1[CH:3]=[CH:4][C:5]([CH:6]([S:22]([C:19]2[CH:20]=[CH:21][C:16]([CH3:25])=[CH:17][CH:18]=2)(=[O:24])=[O:23])[CH2:7][C:8](=[O:13])[C:9]([CH3:10])([CH3:11])[CH3:12])=[CH:14][CH:15]=1. Procedure details: A mixture of 3 g of 4-chlorobenzalpinacolone, 2 g of p-toluenesulfinic acid and 15 ml of ethanol was refluxed for 8 hours and then allowed to stand at a room temperature overnight. The collection of the precipitated crystals gave 4.8 g of the captioned compound (yield: 94%). m.p. 170°-171° C. The reactants are CCCCBr, [K+], [K+], O=C([O-])[O-], CN(C)C=O, COc1ccc(C=O)cc1O. Product: CCCCOc1cc(C=O)ccc1OC. Reaction SMILES: [Br:12][CH2:13][CH2:14][CH2:15][CH3:16].[K+:17].[K+:18].[O-:19][C:20]([O-:21])=[O:22].[O:23]=[CH:24][N:25]([CH3:26])[CH3:27].[OH:1][c:2]1[cH:3][c:4]([CH:5]=[O:6])[cH:7][cH:8][c:9]1[O:10][CH3:11]>>[O:1]([c:2]1[cH:3][c:4]([CH:5]=[O:6])[cH:7][cH:8][c:9]1[O:10][CH3:11])[CH2:13][CH2:14][CH2:15][CH3:16].